This data is from the Open Reaction Database (ORD), a public repository of structured organic reaction records. The task is: describe an organic reaction: reactants, conditions, products, and yield Starting materials: CCC(C)C(NC(=O)OC)C(=O)O, CN(C)C=O, COC(=O)NC(C(=O)NC(Cc1ccccc1)C(O)CN(N)Cc1ccc(-c2cncs2)cc1)C(C)C. The product is CCC(C)C(NC(=O)OC)C(=O)NN(Cc1ccc(-c2cncs2)cc1)CC(O)C(Cc1ccccc1)NC(=O)C(NC(=O)OC)C(C)C. RXN SMILES: [CH3:38][O:39][C:40](=[O:41])[NH:42][CH:43]([CH:44]([CH3:45])[CH2:46][CH3:47])[C:48](=[O:49])[OH:50].[O:51]=[CH:52][N:53]([CH3:54])[CH3:55].[s:1]1[cH:2][n:3][cH:4][c:5]1-[c:6]1[cH:7][cH:8][c:9]([CH2:12][N:13]([CH2:14][CH:15]([CH:16]([CH2:17][c:18]2[cH:19][cH:20][cH:21][cH:22][cH:23]2)[NH:24][C:25]([CH:26]([NH:27][C:28](=[O:29])[O:30][CH3:31])[CH:32]([CH3:33])[CH3:34])=[O:35])[OH:36])[NH2:37])[cH:10][cH:11]1>>[s:1]1[cH:2][n:3][cH:4][c:5]1-[c:6]1[cH:7][cH:8][c:9]([CH2:12][N:13]([CH2:14][CH:15]([CH:16]([CH2:17][c:18]2[cH:19][cH:20][cH:21][cH:22][cH:23]2)[NH:24][C:25]([CH:26]([NH:27][C:28](=[O:29])[O:30][CH3:31])[CH:32]([CH3:33])[CH3:34])=[O:35])[OH:36])[NH:37][C:48]([CH:43]([NH:42][C:40]([O:39][CH3:38])=[O:41])[CH:44]([CH3:45])[CH2:46][CH3:47])=[O:49])[cH:10][cH:11]1.